describe an organic reaction: reactants, conditions, products, and yield From a dataset of the Open Reaction Database (ORD), a public repository of structured organic reaction records. The reactants are C(#N)CNC(C1=C(C(=CC=C1)C)NC1=NC(=NC=C1Cl)Cl)=O.ClC=1C(=NC(=NC1)NC1=CC2=C(NC(CCC2(C)C)=O)C=C1)NC1=C(C(=O)NCC#N)C=CC=C1C (2-[5-Chloro-2-(5,5-dimethyl-2-oxo-2,3,4,5-tetrahydro-1H-benzo[b]azepin-7-ylamino)-pyrimidin-4-ylamino]-N-cyanomethyl-3-methyl-benzamide N-Cyanomethyl-2-(2,5-dichloro-pyrimidin-4-ylamino)-3-methyl-benzamide), C(C)(C)O (Isopropyl alcohol), NC1=CC2=C(NC(CCC2(C)C)=O)C=C1 (7-Amino-5,5-dimethyl-1,3,4,5-tetrahydro-benzo[b]azepin-2-one), C12(C(=O)CC(CC1)C2(C)C)CS(=O)(=O)O (10-Camphorsulfonic acid). The product is ClC=1C(=NC(=NC1)NC1=CC2=C(NC(CCC2(C)C)=O)C=C1)NC1=C(C(=O)NCC#N)C=CC=C1C (2-[5-Chloro-2-(5,5-dimethyl-2-oxo-2,3,4,5-tetrahydro-1H-benzo[b]azepin-7-ylamino)-pyrimidin-4-ylamino]-N-cyanomethyl-3-methyl-benzamide). Yield: 12.4%. RXN SMILES: C(CNC(=O)C1C=CC=C(C)C=1NC1C(Cl)=CN=C(Cl)N=1)#N.[Cl:23][C:24]1[C:25]([NH:45][C:46]2[C:57]([CH3:58])=[CH:56][CH:55]=[CH:54][C:47]=2[C:48]([NH:50][CH2:51][C:52]#[N:53])=[O:49])=[N:26][C:27]([NH:30][C:31]2[CH:44]=[CH:43][C:34]3[NH:35][C:36](=[O:42])[CH2:37][CH2:38][C:39]([CH3:41])([CH3:40])[C:33]=3[CH:32]=2)=[N:28][CH:29]=1.NC1C=CC2NC(=O)CCC(C)(C)C=2C=1.C12(CS(O)(=O)=O)C(C)(C)C(CC1)CC2=O.C(O)(C)C>>[Cl:23][C:24]1[C:25]([NH:45][C:46]2[C:57]([CH3:58])=[CH:56][CH:55]=[CH:54][C:47]=2[C:48]([NH:50][CH2:51][C:52]#[N:53])=[O:49])=[N:26][C:27]([NH:30][C:31]2[CH:44]=[CH:43][C:34]3[NH:35][C:36](=[O:42])[CH2:37][CH2:38][C:39]([CH3:40])([CH3:41])[C:33]=3[CH:32]=2)=[N:28][CH:29]=1 |f:0.1|. Reported procedure: 2-[5-Chloro-2-(5,5-dimethyl-2-oxo-2,3,4,5-tetrahydro-1H-benzo[b]azepin-7-ylamino)-pyrimidin-4-ylamino]-N-cyanomethyl-3-methyl-benzamide N-Cyanomethyl-2-(2,5-dichloro-pyrimidin-4-ylamino)-3-methyl-benzamide (50.0 mg, 0.000149 mol), 7-Amino-5,5-dimethyl-1,3,4,5-tetrahydro-benzo[b]azepin-2-one (30.4 mg, 0.000149 mol) and 10-Camphorsulfonic acid (34.6 mg, 0.000149 mol) were suspended in Isopropyl alcohol (3.0 mL, 0.039 mol) and the reaction was microwaved on 300 watts, 140° C. for 20 minutes. The re...